From a dataset of the Open Reaction Database (ORD), a public repository of structured organic reaction records. describe an organic reaction: reactants, conditions, products, and yield The reactants are C(C(=O)OCC)(=O)OCC (Diethyl oxalate), [O-]CC.[Na+] (sodium ethoxide), C(CCCCC)(=O)C1=CC=CC=C1 (Hexanophenone). Solvent: C(C)O (ethanol). Reaction conditions: time 8 hour. The product is C(C)OC(C(C(CCCC)C(C1=CC=CC=C1)=O)=O)=O (3-Benzoyl-2-oxo-heptanoic acid ethyl ester). Reaction SMILES: [C:1]([O:8][CH2:9][CH3:10])(=[O:7])[C:2]([O:4]CC)=O.[O-]CC.[Na+].[C:15]([C:22]1[CH:27]=[CH:26][CH:25]=[CH:24][CH:23]=1)(=[O:21])[CH2:16][CH2:17][CH2:18][CH2:19][CH3:20]>C(O)C>[CH2:9]([O:8][C:1](=[O:7])[C:2](=[O:4])[CH:16]([C:15](=[O:21])[C:22]1[CH:27]=[CH:26][CH:25]=[CH:24][CH:23]=1)[CH2:17][CH2:18][CH2:19][CH3:20])[CH3:10] |f:1.2|. Reported procedure: Diethyl oxalate (7.31 g, 0.05 mol) is added to freshly made sodium ethoxide (1.05 eq.) in ethanol. Hexanophenone (8.81 g, 0.05 mol) is added dropwise, and the resulting mixture is stirred at room temperature overnight. After concentration the residue is partitioned between 3N HCl and ethyl acetate, extracted with ethyl acetate. Combined organic layers are washed with brine and dried with anhydrous Na2SO4. Purification by column chromatography with hexane/ethyl acetate gives the product (172).